From a dataset of the Open Reaction Database (ORD), a public repository of structured organic reaction records. describe an organic reaction: reactants, conditions, products, and yield Reactants: ClC1=CC(=NC2=CC=C(C=C12)C)N1CCS(C2=C(C1)C=CC=C2)(=O)=O (4-(4-chloro-6-methylquinolin-2-yl)-2,3,4,5-tetrahydro-1,4-benzothiazepine 1,1-dioxide), C(CCCCCN)N (hexane-1,6-diamine). Yields the product O=S1(CCN(CC2=C1C=CC=C2)C2=NC1=CC=C(C=C1C(=C2)NCCCCCCN)C)=O (N-[2-(1,1-Dioxido-2,3-dihydro-1,4-benzothiazepin-4(5H)-yl)-6-methylquinolin-4-yl]hexane-1,6-diamine). As a reaction SMILES: Cl[C:2]1[C:11]2[C:6](=[CH:7][CH:8]=[C:9]([CH3:12])[CH:10]=2)[N:5]=[C:4]([N:13]2[CH2:19][C:18]3[CH:20]=[CH:21][CH:22]=[CH:23][C:17]=3[S:16](=[O:25])(=[O:24])[CH2:15][CH2:14]2)[CH:3]=1.[CH2:26]([NH2:33])[CH2:27][CH2:28][CH2:29][CH2:30][CH2:31][NH2:32]>>[O:24]=[S:16]1(=[O:25])[C:17]2[CH:23]=[CH:22][CH:21]=[CH:20][C:18]=2[CH2:19][N:13]([C:4]2[CH:3]=[C:2]([NH:32][CH2:31][CH2:30][CH2:29][CH2:28][CH2:27][CH2:26][NH2:33])[C:11]3[C:6](=[CH:7][CH:8]=[C:9]([CH3:12])[CH:10]=3)[N:5]=2)[CH2:14][CH2:15]1. Procedure details: The title compound was prepared in analogy to Example 3-1 in Scheme 5 by using 4-(4-chloro-6-methylquinolin-2-yl)-2,3,4,5-tetrahydro-1,4-benzothiazepine 1,1-dioxide (prepared in analogy to the one in Example 2-1) and hexane-1,6-diamine. MS obsd. (ESI+) [(M+H)+] 453, 1H NMR (400 MHz, CD3OD) δ ppm 8.07 (dd, J=1.2, 0.8 Hz, 1 H), 7.97 (s, 1 H), 7.92 (d, J=7.6 Hz, 1 H), 7.80 (d, J=8.8 Hz, 1 H), 7.70 (d, J=1.2 Hz, 1 H), 7.57 (dd, J=7.20, 1.6 Hz, 2 H), 5.91 (s, 1 H), 5.32 (s, 2 H), 4.52 (brs, 2 H), 3.7... The reactants are C(CN)N (ethylenediamine), ClCC(=O)[O-].[Na+] (sodium chloroacetate). Yields the product C(=O)(O)CNCCNCC(=O)O (N,N'-bis(carboxymethyl) ethylenediamine). Run in O (water). Reaction SMILES: [CH2:1]([NH2:4])[CH2:2][NH2:3].Cl[CH2:6][C:7]([O-:9])=[O:8].[Na+]>O>[C:7]([CH2:6][NH:3][CH2:2][CH2:1][NH:4][CH2:6][C:7]([OH:9])=[O:8])([OH:9])=[O:8] |f:1.2|. The yield is 99.9%. Procedure: Into a four-necked flask containing ethylenediamine (3 g, 0.05 mol) and water (50 g), an aqueous sodium chloroacetate solution (11.7 g, 0.1 mol) was added dropwise over 30 minutes. The contents were mixed at 60° C. for 2 hours, and then washed with ethanol to give 8.8 g of N,N'-bis(carboxymethyl) ethylenediamine (separation yield: 88 wt %). Reactants: O1C(CCCC1)ON1C([C@@H]([C@@H]1C)CCCC=1SC=CC1)=O ((3R,4S)-1-(2-tetrahydropyranyloxy)-3-(3-(thiophene-2-yl)-1-propyl)-4-methylazetidin-2-one), [OH-].[Na+] (sodium hydroxide). Run in O1CCOCC1 (dioxane). Run at temperature 23 celsius, time 18 hour. Product: S1C(=CC=C1)CCC[C@@H](C(=O)O)[C@H](C)NOC1OCCCC1 ((2R,3S)-2-(3-(thiophene-2-yl)-1-propyl)-3-(2-tetrahydropyranyloxyamino)butanoic acid). Isolated yield 94.0%. As a reaction SMILES: [O:1]1[CH2:6][CH2:5][CH2:4][CH2:3][CH:2]1[O:7][N:8]1[C@@H:11]([CH3:12])[C@@H:10]([CH2:13][CH2:14][CH2:15][C:16]2[S:17][CH:18]=[CH:19][CH:20]=2)[C:9]1=[O:21].[OH-:22].[Na+]>O1CCOCC1>[S:17]1[CH:18]=[CH:19][CH:20]=[C:16]1[CH2:15][CH2:14][CH2:13][C@H:10]([C@@H:11]([NH:8][O:7][CH:2]1[CH2:3][CH2:4][CH2:5][CH2:6][O:1]1)[CH3:12])[C:9]([OH:21])=[O:22] |f:1.2|. Procedure details: To a solution of (3R,4S)-1-(2-tetrahydropyranyloxy)-3-(3-(thiophene-2-yl)-1-propyl)-4-methylazetidin-2-one (91 mg, 0.295 mmol) in dioxane (1 mL) is added 1 M aqueous sodium hydroxide (0.44 mL). The solution is stirred at 23° C. for 18 h, then extracted with hexanes (10 mL). The aqueous layer is acidified to pH=3 with saturated aqueous sodium bisulfate solution, and is extracted with two 20 mL portions of ethyl acetate. The combined organics are washed with saturated aqueous sodium chloride, drie... Reactants: S(=O)(=O)(O)Cl.C1=CC=CC=C1 (benzene sulfochloride), COC(CN)OC (2-aminoacetaldehyde dimethyl acetal), S(=O)(=O)(O)Cl.C1=CC=CC=C1 (benzene sulfochloride). The solvent is C([O-])([O-])=O.[Na+].[Na+] (sodium carbonate). Reaction conditions: time 2 hour. The product is COC(CNS(=O)(=O)C1=CC=CC=C1)OC (benzene sulfonamido acetaldehyde dimethyl acetal). The yield is 101.0%. RXN SMILES: [CH3:1][O:2][CH:3]([O:6][CH3:7])[CH2:4][NH2:5].[S:8](Cl)([OH:11])(=O)=[O:9].[CH:13]1[CH:18]=[CH:17][CH:16]=[CH:15][CH:14]=1>C(=O)([O-])[O-].[Na+].[Na+]>[CH3:1][O:2][CH:3]([O:6][CH3:7])[CH2:4][NH:5][S:8]([C:13]1[CH:18]=[CH:17][CH:16]=[CH:15][CH:14]=1)(=[O:11])=[O:9] |f:1.2,3.4.5|. Procedure: 56 g 2-aminoacetaldehyde dimethyl acetal are dissolved in 200 ml of a 14 wt. % aqueous sodium carbonate solution at 20° C. in a three-necked flask, equipped with a thermometer, reflux condenser, tap funnel and magnetic stirrer. Subsequently, 88 g benzene sulfochloride are added drop-wise within 1 hour at this temperature under intensive stirring followed by another 2 hours of heating the reaction to 40° to 50° C. mixture under vigorous stirring. After that the intensive smell of benzene sulfochl... Reactants: N (ammonia), OC1=CC(=NC2=CC=C(C=C12)NC(C)=O)C (N-(4-Hydroxy-2-methyl-6-quinolyl)acetamide), P(=O)(Cl)(Cl)Cl (phosphorus oxychloride), ice water. Product: ClC1=CC(=NC2=CC=C(C=C12)NC(C)=O)C (N-(4-chloro-2-methyl-6-quinolyl)acetamide). The yield is 145.9%. Reaction SMILES: O[C:2]1[C:11]2[C:6](=[CH:7][CH:8]=[C:9]([NH:12][C:13](=[O:15])[CH3:14])[CH:10]=2)[N:5]=[C:4]([CH3:16])[CH:3]=1.P(Cl)(Cl)([Cl:19])=O.N>>[Cl:19][C:2]1[C:11]2[C:6](=[CH:7][CH:8]=[C:9]([NH:12][C:13](=[O:15])[CH3:14])[CH:10]=2)[N:5]=[C:4]([CH3:16])[CH:3]=1. Reported procedure: N-(4-Hydroxy-2-methyl-6-quinolyl)acetamide (4.32 g, 20 mmol) and phosphorus oxychloride (9.32 ml, 100 mmol) were heated at 100° C. for 15 min. The reaction mixture was cooled to room temperature and poured into ice water. Thereto was added 28% aqueous ammonia to make the solution alkaline. The resulting insoluble matter was collected by filtration, washed with ether and water, dried under reduced pressure at 80° C. to give N-(4-chloro-2-methyl-6-quinolyl)acetamide (6.85 g, crude, yellow solid). The reactants are ClC1=C2C(=NN=C1C1=CC=CC=C1)NN=C2C2=CC=CC=C2 (4-chloro-3,5-diphenyl-1H-pyrazolo[3,4-c]pyridazine), O1CCC(CC1)O (tetrahydro-2H-pyran-4-ol). The product is ClC1=C2C(=NN=C1C1=CC=CC=C1)N(N=C2C2=CC=CC=C2)C2CCOCC2 (4-chloro-3,5-diphenyl-1-tetrahydropyran-4-yl-pyrazolo[3,4-c]pyridazine). As a reaction SMILES: [Cl:1][C:2]1[C:7]([C:8]2[CH:13]=[CH:12][CH:11]=[CH:10][CH:9]=2)=[N:6][N:5]=[C:4]2[NH:14][N:15]=[C:16]([C:17]3[CH:22]=[CH:21][CH:20]=[CH:19][CH:18]=3)[C:3]=12.[O:23]1[CH2:28][CH2:27][CH:26](O)[CH2:25][CH2:24]1>>[Cl:1][C:2]1[C:7]([C:8]2[CH:9]=[CH:10][CH:11]=[CH:12][CH:13]=2)=[N:6][N:5]=[C:4]2[N:14]([CH:26]3[CH2:27][CH2:28][O:23][CH2:24][CH2:25]3)[N:15]=[C:16]([C:17]3[CH:18]=[CH:19][CH:20]=[CH:21][CH:22]=3)[C:3]=12. Procedure details: Compound IIe was synthesized from 4-chloro-3,5-diphenyl-1H-pyrazolo[3,4-c]pyridazine and tetrahydro-2H-pyran-4-ol following the general procedure for the Mitsunobu reaction. Starting materials: CCCN, CN(C)C=O, O=C1c2cc(Cl)ccc2-n2cnc(-c3noc(CCl)n3)c2C2CCN12. Yields the product CCCNCc1nc(-c2ncn3c2C2CCN2C(=O)c2cc(Cl)ccc2-3)no1. As a reaction SMILES: [CH3:26][CH2:27][CH2:28][NH2:29].[CH3:30][N:31]([CH3:32])[CH:33]=[O:34].[Cl:1][c:2]1[cH:3][cH:4][c:5]2[c:6]([cH:25]1)[C:7](=[O:24])[N:8]1[CH:9]([c:10]3[n:11]-2[cH:12][n:13][c:14]3-[c:15]2[n:16][o:17][c:18]([CH2:20][Cl:21])[n:19]2)[CH2:22][CH2:23]1>>[Cl:1][c:2]1[cH:3][cH:4][c:5]2[c:6]([cH:25]1)[C:7](=[O:24])[N:8]1[CH:9]([c:10]3[n:11]-2[cH:12][n:13][c:14]3-[c:15]2[n:16][o:17][c:18]([CH2:20][NH:29][CH2:28][CH2:27][CH3:26])[n:19]2)[CH2:22][CH2:23]1. Reactants: CC(C)(C)c1ccc2oc(C(=O)COc3ccc(C(=O)O)cc3)cc2c1, Cl, [K+], NN, [OH-], O, OCCOCCO. Product: CC(C)(C)c1ccc2oc(CCOc3ccc(C(=O)O)cc3)cc2c1. RXN SMILES: [C:4]([CH3:5])([CH3:6])([CH3:7])[c:8]1[cH:9][cH:10][c:11]2[c:12]([cH:13][c:14]([C:16]([CH2:17][O:18][c:19]3[cH:20][cH:21][c:22]([C:25](=[O:26])[OH:27])[cH:23][cH:24]3)=[O:28])[o:15]2)[cH:29]1.[ClH:32].[K+:31].[NH2:2][NH2:3].[OH-:30].[OH2:1].[OH:33][CH2:34][CH2:35][O:36][CH2:37][CH2:38][OH:39]>>[C:4]([CH3:5])([CH3:6])([CH3:7])[c:8]1[cH:9][cH:10][c:11]2[c:12]([cH:13][c:14]([CH2:16][CH2:17][O:18][c:19]3[cH:20][cH:21][c:22]([C:25](=[O:26])[OH:27])[cH:23][cH:24]3)[o:15]2)[cH:29]1. Starting materials: C(C)(C)(C)OC(=O)N1[C@@H](CCC1)C(COC1=CC=C(C=C1)Cl)O ((2S)-1-(tert-butoxycarbonyl)-2-[2-(4-chlorophenoxy)-1-hydroxyethyl]pyrrolidine), C(C)(C)(C)OC(=O)N1[C@H](C(=O)O)CCC1 (N-(tert-butoxycarbonyl)-L-proline). Product: C(C)(C)(C)OC(=O)N1[C@H](C(=O)N2[C@@H](CCC2)C(COC2=CC=C(C=C2)Cl)O)CCC1 ((2S)-1-[N-(tert-Butoxycarbonyl)-L-prolyl]-2-[2-(4-chlorophenoxy)-1-hydroxyethyl]pyrrolidine). The yield is 59.2%. RXN SMILES: C(O[C:6]([N:8]1[CH2:12][CH2:11][CH2:10][C@H:9]1[CH:13]([OH:23])[CH2:14][O:15][C:16]1[CH:21]=[CH:20][C:19]([Cl:22])=[CH:18][CH:17]=1)=[O:7])(C)(C)C.[C:24]([O:28][C:29]([N:31]1[CH2:38][CH2:37][CH2:36][C@H:32]1C(O)=O)=[O:30])([CH3:27])([CH3:26])[CH3:25]>>[C:24]([O:28][C:29]([N:31]1[CH2:38][CH2:37][CH2:36][C@H:32]1[C:6]([N:8]1[CH2:12][CH2:11][CH2:10][C@H:9]1[CH:13]([OH:23])[CH2:14][O:15][C:16]1[CH:17]=[CH:18][C:19]([Cl:22])=[CH:20][CH:21]=1)=[O:7])=[O:30])([CH3:27])([CH3:25])[CH3:26]. Procedure details: By the same procedure as in Example 26-D), while using (2S)-1-(tert-butoxycarbonyl)-2-[2-(4-chlorophenoxy)-1-hydroxyethyl]pyrrolidine (2.80 g) and N-(tert-butoxycarbonyl)-L-proline (1.94 g), there was obtained 2.13 g of the title compound. Starting materials: O=C([O-])[O-], CC(C)(C)OC(=O)Nc1ccc(O)cc1, BrCC1CC1, [Cs+], [Cs+], CN(C)C=O. The product is CC(C)(C)OC(=O)Nc1ccc(OCC2CC2)cc1. RXN SMILES: [C:16](=[O:17])([O-:18])[O-:19].[C:1]([CH3:2])([CH3:3])([CH3:4])[O:5][C:6](=[O:7])[NH:8][c:9]1[cH:10][cH:11][c:12]([OH:15])[cH:13][cH:14]1.[CH:22]1([CH2:25][Br:26])[CH2:23][CH2:24]1.[Cs+:20].[Cs+:21].[O:27]=[CH:28][N:29]([CH3:30])[CH3:31]>>[C:1]([CH3:2])([CH3:3])([CH3:4])[O:5][C:6](=[O:7])[NH:8][c:9]1[cH:10][cH:11][c:12]([O:15][CH2:25][CH:22]2[CH2:23][CH2:24]2)[cH:13][cH:14]1.